describe an organic reaction: reactants, conditions, products, and yield From a dataset of the Open Reaction Database (ORD), a public repository of structured organic reaction records. Reactants: COC=CC1=CC=C(C=C1)C(F)(F)F (1-(2-Methoxy-vinyl)-4-trifluoromethylbenzene), Cl (HCl). Solvent: CC(=O)C (acetone). Run at temperature 45 celsius, time 4 hour. Yields the product FC(C1=CC=C(C=C1)CC=O)(F)F ((4-Trifluoromethyl-phenyl)-acetaldehyde). Yield: 96.1%. RXN SMILES: C[O:2][CH:3]=[CH:4][C:5]1[CH:10]=[CH:9][C:8]([C:11]([F:14])([F:13])[F:12])=[CH:7][CH:6]=1.Cl>CC(C)=O>[F:12][C:11]([F:13])([F:14])[C:8]1[CH:7]=[CH:6][C:5]([CH2:4][CH:3]=[O:2])=[CH:10][CH:9]=1. Procedure: To a solution of 1-(2-methoxy-vinyl)-4-trifluoromethylbenzene (10.5 g, 0.052 mol, from step (i) above) in 158 ml acetone was added 107.3 ml 3 M HCl and stirred at 45° C. for 4 h. Acetone was evaporated under reduced pressure and the residue was partitioned between water and ether. Organic layer was washed with NaHCO3, brine and dried over sodium sulfate. Solvent evaporation under reduced pressure afforded the sub-title compound (9.4 g ) as pale yellow liquid. This was directly taken for next ste...